This data is from the Open Reaction Database (ORD), a public repository of structured organic reaction records. The task is: describe an organic reaction: reactants, conditions, products, and yield The reactants are C1(CCC1)C1=NN=C(O1)NC1=CC=C(C=C1)C1=CC=C(C=C1)C12COC(CC1)(CC2)CC(=O)OC (methyl 2-(4-(4′-(5-cyclobutyl-1,3,4-oxadiazol-2-ylamino)biphenyl-4-yl)-2-oxabicyclo[2.2.2]octan-1-yl)acetate), [OH-].[Na+] (NaOH). The product is C1(CCC1)C1=NN=C(O1)NC1=CC=C(C=C1)C1=CC=C(C=C1)C12COC(CC1)(CC2)CC(=O)O (2-(4-(4′-(5-cyclobutyl-1,3,4-oxadiazol-2-ylamino)biphenyl-4-yl)-2-oxabicyclo[2.2.2]octan-1-yl)acetic acid). As a reaction SMILES: [CH:1]1([C:5]2[O:9][C:8]([NH:10][C:11]3[CH:16]=[CH:15][C:14]([C:17]4[CH:22]=[CH:21][C:20]([C:23]56[CH2:30][CH2:29][C:26]([CH2:31][C:32]([O:34]C)=[O:33])([CH2:27][CH2:28]5)[O:25][CH2:24]6)=[CH:19][CH:18]=4)=[CH:13][CH:12]=3)=[N:7][N:6]=2)[CH2:4][CH2:3][CH2:2]1.[OH-].[Na+]>>[CH:1]1([C:5]2[O:9][C:8]([NH:10][C:11]3[CH:12]=[CH:13][C:14]([C:17]4[CH:22]=[CH:21][C:20]([C:23]56[CH2:28][CH2:27][C:26]([CH2:31][C:32]([OH:34])=[O:33])([CH2:29][CH2:30]5)[O:25][CH2:24]6)=[CH:19][CH:18]=4)=[CH:15][CH:16]=3)=[N:7][N:6]=2)[CH2:2][CH2:3][CH2:4]1 |f:1.2|. Reported procedure: The title compound was prepared analogous to Example 4, Step 4, starting from methyl 2-(4-(4′-(5-cyclobutyl-1,3,4-oxadiazol-2-ylamino)biphenyl-4-yl)-2-oxabicyclo[2.2.2]octan-1-yl)acetate (252 mg, 0.53 mmol) and NaOH (1.60 ml, 1.60 mmol). After acidification with 1N HCl, the slurry was filtered and washed with water to afford the title compound as white solid after drying (226 mg, 92% yield). HR/MS (M+H)+ found 460.2221. calc. 476.2236. RT: 2.68 (Condition L). 1H NMR (400 MHz, DMSO-d6) δ ppm 10.5...